From a dataset of the Open Reaction Database (ORD), a public repository of structured organic reaction records. describe an organic reaction: reactants, conditions, products, and yield Reactants: C(C)OC(C(C(=O)OCC)Br)=O (bromomalonic acid diethyl ester), C1(=CC=CC2=CC=CC=C12)O (1-naphthol), [H-].[Na+] (sodium hydride). Run in CN(C)C=O (DMF), CN(C)C=O (DMF), CN(C)C=O (DMF). Run at time 30 minute. Product: C(C)OC(C(C(=O)OCC)OC1=CC=CC2=CC=CC=C12)=O (α-naphthoxymalonic acid diethyl ester). RXN SMILES: [C:1]1([OH:11])[C:10]2[C:5](=[CH:6][CH:7]=[CH:8][CH:9]=2)[CH:4]=[CH:3][CH:2]=1.[H-].[Na+].[CH2:14]([O:16][C:17](=[O:25])[CH:18](Br)[C:19]([O:21][CH2:22][CH3:23])=[O:20])[CH3:15]>CN(C=O)C>[CH2:14]([O:16][C:17](=[O:25])[CH:18]([O:11][C:1]1[C:10]2[C:5](=[CH:6][CH:7]=[CH:8][CH:9]=2)[CH:4]=[CH:3][CH:2]=1)[C:19]([O:21][CH2:22][CH3:23])=[O:20])[CH3:15] |f:1.2|. Reported procedure: A solution of 25 g of 1-naphthol in 50 ml of DMF is slowly added dropwise to a solution of 7.6 g of sodium hydride dispersion in 300 ml of DMF. The suspension is stirred for 30 minutes and subsequently 41.5 g of bromomalonic acid diethyl ester in 50 ml of DMF are added dropwise. The reaction mixture is further stirred for 16 hours at room temperature and then concentrated by evaporation in a high vacuum. The residue is dissolved in ethyl acetate and washed with 2N sodium hydroxide solution, wate... Starting materials: Cl (hydrochloric acid), C(C1=CC=CC=C1)OC(=O)N[C@H](CC)C#N (N-benzyloxycarbonyl-(1R)-1-cyanopropylamine), [N-]=[N+]=[N-].[Na+] (sodium azide). Reagents/catalysts: [Br-].[Zn+2].[Br-] (zinc bromide). Solvent: C(C)(=O)OCC (ethyl acetate), suspension. Yields the product C(C1=CC=CC=C1)OC(=O)N[C@H](CC)C1=NN=NN1 (N-benzyloxycarbonyl-(1R)-1-(1H-tetrazol-5-yl)propylamine). Isolated yield 58.9%. Reaction SMILES: [CH2:1]([O:8][C:9]([NH:11][C@@H:12]([C:15]#[N:16])[CH2:13][CH3:14])=[O:10])[C:2]1[CH:7]=[CH:6][CH:5]=[CH:4][CH:3]=1.[N-:17]=[N+:18]=[N-:19].[Na+].Cl>[Br-].[Zn+2].[Br-].C(OCC)(=O)C>[CH2:1]([O:8][C:9]([NH:11][C@@H:12]([C:15]1[NH:19][N:18]=[N:17][N:16]=1)[CH2:13][CH3:14])=[O:10])[C:2]1[CH:7]=[CH:6][CH:5]=[CH:4][CH:3]=1 |f:1.2,4.5.6|. Procedure details: To N-benzyloxycarbonyl-(1R)-1-cyanopropylamine (85.6 mg) in suspension (3 ml), sodium azide (28 mg) and zinc bromide (88.3 mg) were added and the mixture was stirred under heating and reflux for 24 hours. 3N hydrochloric acid and ethyl acetate were added to the reaction solution and the mixture was stirred until there were no longer any insolubles. The obtained solution was extracted with ethyl acetate, then the organic layer was concentrated. 0.25N sodium hydroxide aqueous solution was added to... Reactants: FC=1C=C(CBr)C=CC1 (3-fluorobenzyl bromide), C(CCCCCC)NC(N(C)C=1C=C(C=CC1)C1=C(C=C(C=C1)CCC(=O)OC)O)=O (methyl 3-[3′-(3-heptyl-1-methylureido)-2-hydroxybiphenyl-4-yl]propanoate), C([O-])([O-])=O.[K+].[K+] (potassium carbonate). RXN SMILES: [F:1][C:2]1[CH:3]=[C:4]([CH:7]=[CH:8][CH:9]=1)[CH2:5]Br.[CH2:10]([NH:17][C:18](=[O:40])[N:19]([C:21]1[CH:22]=[C:23]([C:27]2[CH:32]=[CH:31][C:30]([CH2:33][CH2:34][C:35]([O:37][CH3:38])=[O:36])=[CH:29][C:28]=2[OH:39])[CH:24]=[CH:25][CH:26]=1)[CH3:20])[CH2:11][CH2:12][CH2:13][CH2:14][CH2:15][CH3:16].C(=O)([O-])[O-].[K+].[K+]>C(C(C)=O)C>[F:1][C:2]1[CH:3]=[C:4]([CH:7]=[CH:8][CH:9]=1)[CH2:5][O:39][C:28]1[CH:29]=[C:30]([CH2:33][CH2:34][C:35]([O:37][CH3:38])=[O:36])[CH:31]=[CH:32][C:27]=1[C:23]1[CH:24]=[CH:25][CH:26]=[C:21]([N:19]([CH3:20])[C:18]([NH:17][CH2:10][CH2:11][CH2:12][CH2:13][CH2:14][CH2:15][CH3:16])=[O:40])[CH:22]=1 |f:2.3.4|. Procedure details: In a manner similar to that of Example (25a), by reaction of 300 μL (2.4 mmol, 2.6 eq) of 3-fluorobenzyl bromide and 400 mg (0.93 mmol, 1 eq) of methyl 3-[3′-(3-heptyl-1-methylureido)-2-hydroxybiphenyl-4-yl]propanoate (prepared in Example 15f) in 10 ml of methyl ethyl ketone in the presence of 500 mg (3.61 mmol, 3.9 eq) of potassium carbonate at 90° C. for 3 hours, methyl 3-[2-(3-fluorobenzyloxy)-3′-(3-heptyl-1-methylureido)biphenyl-4-yl]propanoate is obtained in oil form and is used in the foll... Yields the product FC=1C=C(COC2=C(C=CC(=C2)CCC(=O)OC)C2=CC(=CC=C2)N(C(=O)NCCCCCCC)C)C=CC1 (methyl 3-[2-(3-fluorobenzyloxy)-3′-(3-heptyl-1-methylureido)biphenyl-4-yl]propanoate). Run in C(C)C(=O)C (methyl ethyl ketone). The reactants are CCO, O=[N+]([O-])c1ccc(S(=O)(=O)Nc2ccc3c(c2)B(O)OC3)cc1C(F)(F)F. Product: Nc1ccc(S(=O)(=O)Nc2ccc3c(c2)B(O)OC3)cc1C(F)(F)F. Reaction SMILES: [CH3:28][CH2:29][OH:30].[OH:1][B:2]1[O:3][CH2:4][c:5]2[c:6]1[cH:7][c:8]([NH:11][S:12](=[O:13])(=[O:14])[c:15]1[cH:16][c:17]([C:24]([F:25])([F:26])[F:27])[c:18]([N+:21]([O-:22])=[O:23])[cH:19][cH:20]1)[cH:9][cH:10]2>>[OH:1][B:2]1[O:3][CH2:4][c:5]2[c:6]1[cH:7][c:8]([NH:11][S:12](=[O:13])(=[O:14])[c:15]1[cH:16][c:17]([C:24]([F:25])([F:26])[F:27])[c:18]([NH2:21])[cH:19][cH:20]1)[cH:9][cH:10]2. The reactants are N(=[N+]=[N-])CC1OC2=C(C1)C=C(C=C2C2=CC=CC=C2)C2CCCC2 ((±)-2-(azidomethyl)-5-cyclopentyl-7-phenyl-2,3-dihydro-1-benzofuran), hydrochloride salt, C1(=CC=CC=C1)P(C1=CC=CC=C1)C1=CC=CC=C1 (triphenylphosphine). Yields the product C1(CCCC1)C=1C=C(C2=C(CC(O2)CN)C1)C1=CC=CC=C1 ((±)-[(5-cyclopentyl-7-phenyl-2,3-dihydro-1-benzofuran-2-yl)methyl]amine). Yield: 50.0%. Reaction SMILES: [N:1]([CH2:4][CH:5]1[CH2:9][C:8]2[CH:10]=[C:11]([CH:20]3[CH2:24][CH2:23][CH2:22][CH2:21]3)[CH:12]=[C:13]([C:14]3[CH:19]=[CH:18][CH:17]=[CH:16][CH:15]=3)[C:7]=2[O:6]1)=[N+]=[N-].C1(P(C2C=CC=CC=2)C2C=CC=CC=2)C=CC=CC=1>>[CH:20]1([C:11]2[CH:12]=[C:13]([C:14]3[CH:19]=[CH:18][CH:17]=[CH:16][CH:15]=3)[C:7]3[O:6][CH:5]([CH2:4][NH2:1])[CH2:9][C:8]=3[CH:10]=2)[CH2:21][CH2:22][CH2:23][CH2:24]1. Reported procedure: To a solution of 4-cyclopentylphenol (3.0 g, 18.0 mmol) in acetonitrile (30 mL) cooled to 0° C. was slowly added N-bromosuccinimide (3.29 g, 18 mmol) generally according to the procedure described for Example 309 afforded 3.75 g (84%) of 2-bromo-4-cyclopentylphenol Treatment of 2-bromo-4-cyclopentylphenol (3.75 g, 16.0 mmol) with potassium carbonate (5.4.0 g, 40 mmol) and allyl bromide (2.38 g, 20.8 mmol), followed by refluxing the resultant allyl ether in mesitylene generally according to the p... The reactants are CCO, [N-]=[N+]=Nc1cc(NC2CC2)n2ncc(C=O)c2n1. Product: Nc1cc(NC2CC2)n2ncc(C=O)c2n1. As a reaction SMILES: [CH3:19][CH2:20][OH:21].[N:1](=[N+:2]=[N-:3])[c:4]1[n:5][c:6]2[n:7]([c:8]([NH:10][CH:11]3[CH2:12][CH2:13]3)[cH:9]1)[n:14][cH:15][c:16]2[CH:17]=[O:18]>>[NH2:1][c:4]1[n:5][c:6]2[n:7]([c:8]([NH:10][CH:11]3[CH2:12][CH2:13]3)[cH:9]1)[n:14][cH:15][c:16]2[CH:17]=[O:18]. Starting materials: resultant mixture, BrC=1C=C(C=CC1)C1=NN(C2=NC(=NC=C21)NCCN2CCOCC2)COCC[Si](C)(C)C ([3-(3-bromo-phenyl)-1-(2-trimethylsilanyl-ethoxymethyl)-1H-pyrazolo[3,4-d]pyrimidin-6-yl]-(2-morpholin-4-yl-ethyl)-amine), ClC1=CC=C(CN)C=C1 (4-chlorobenzylamine), CN(C)C1=CC=CC=C1C2=CC=CC=C2P(C3CCCCC3)C4CCCCC4 (DavePhos), C(C)(C)(C)O[Na] (t-BuONa). The reagents and catalysts are C=1C=CC(=CC1)/C=C/C(=O)/C=C/C2=CC=CC=C2.C=1C=CC(=CC1)/C=C/C(=O)/C=C/C2=CC=CC=C2.C=1C=CC(=CC1)/C=C/C(=O)/C=C/C2=CC=CC=C2.[Pd].[Pd] (Pd2(dba)3). Solvent: O1CCOCC1 (1,4-dioxane). Yields the product N1(CCOCC1)CCN ((2-morpholin-4-yl-ethyl)-amine). As a reaction SMILES: BrC1C=C(C2C3C(=NC([NH:17][CH2:18][CH2:19][N:20]4[CH2:25][CH2:24][O:23][CH2:22][CH2:21]4)=NC=3)N(COCC[Si](C)(C)C)N=2)C=CC=1.ClC1C=CC(CN)=CC=1.CN(C1C(C2C(P(C3CCCCC3)C3CCCCC3)=CC=CC=2)=CC=CC=1)C.C(O[Na])(C)(C)C>O1CCOCC1.C1C=CC(/C=C/C(/C=C/C2C=CC=CC=2)=O)=CC=1.C1C=CC(/C=C/C(/C=C/C2C=CC=CC=2)=O)=CC=1.C1C=CC(/C=C/C(/C=C/C2C=CC=CC=2)=O)=CC=1.[Pd].[Pd]>[N:20]1([CH2:19][CH2:18][NH2:17])[CH2:25][CH2:24][O:23][CH2:22][CH2:21]1 |f:5.6.7.8.9|. Procedure details: To a stirred solution of [3-(3-bromo-phenyl)-1-(2-trimethylsilanyl-ethoxymethyl)-1H-pyrazolo-[3,4-d]pyrimidin-6-yl]-(2-morpholin-4-yl-ethyl)-amine (from Example 40 supra) (250 mg, 0.468 mmol), 4-chlorobenzylamine (80 mg, 0.564 mmol), DavePhos (37 mg) and t-BuONa (54 mg, 0.564 mmol) in 1,4-dioxane (10 mL), Pd2(dba)3 (42 mg, 0.073 mmol) was added in one portion under N2 atmosphere. The resultant mixture was stirred at 100° C. for 6 hours. The mixture was cooled and filtered; the filtrate was evapo... Starting materials: CC(=C)[C@@H]1CC[C@]2([C@H]1[C@H]3CC[C@@H]4[C@]5(CC[C@@H](C([C@@H]5CC[C@]4([C@@]3(CC2)C)C)(C)C)O)C)C(=O)O (Betulinic acid), O(C(=O)C)C(=O)C ((CH3CO)2O). The reagents and catalysts are CN(C1=CC=NC=C1)C (4-dimethylaminopyridine). Run in C(Cl)Cl (CH2Cl2). Yields the product CC(=C)C1CCC2(C1C3CCC4C5(CCC(C(C5CCC4(C3(CC2)C)C)(C)C)OC(=O)C)C)C(=O)O (acetylbetulinic acid). RXN SMILES: [CH3:1][C:2]([C@H:4]1[C@@H:8]2[C@@H:9]3[C@@:22]([CH3:25])([CH2:23][CH2:24][C@@:7]2([C:31]([OH:33])=[O:32])[CH2:6][CH2:5]1)[C@@:21]1([CH3:26])[C@@H:12]([C@:13]2([CH3:30])[C@@H:18]([CH2:19][CH2:20]1)[C:17]([CH3:28])([CH3:27])[C@@H:16]([OH:29])[CH2:15][CH2:14]2)[CH2:11][CH2:10]3)=[CH2:3].[O:34](C(C)=O)[C:35]([CH3:37])=O>CN(C)C1C=CN=CC=1.C(Cl)Cl>[CH3:3][C:2]([CH:4]1[CH:8]2[CH:9]3[C:22]([CH3:25])([CH2:23][CH2:24][C:7]2([C:31]([OH:33])=[O:32])[CH2:6][CH2:5]1)[C:21]1([CH3:26])[CH:12]([C:13]2([CH3:30])[CH:18]([CH2:19][CH2:20]1)[C:17]([CH3:27])([CH3:28])[CH:16]([O:29][C:35]([CH3:37])=[O:34])[CH2:15][CH2:14]2)[CH2:11][CH2:10]3)=[CH2:1]. Reported procedure: Betulinic acid, 100 mg (0.22 mmoles) was added to a solution containing 4 mg of 4-dimethylaminopyridine (DMAP) and 0.5 ml of (CH3CO)2O in 5 ml of CH2Cl2. After 2 hrs CH2Cl2 was removed in vacuo, and the remaining residue stirred with 25 ml of water. During the stirring enough of K2CO3 was added to decompose an excess of acetic anhydride, after which the reaction mixture was extracted with 25 ml of CH2Cl2. The extract was evaporated to dryness and the resulting solid crystallized from MeOH to giv... The reactants are ClC=1C=C(C=CC1F)C1=CC(=NN1C1=CC(=CC=C1)Cl)C(=O)OCC (Ethyl 5-(3-chloro-4-fluorophenyl)-1-(3-chlorophenyl)-1H-pyrazole-3-carboxylate), ClC=1C=C(C=CC1F)N1N=C(C=C1C1=CC(=CC(=C1)F)Cl)C(=O)O (1-(3-Chloro-4-fluorophenyl)-5-(3-chloro-5-fluorophenyl)-1H-pyrazole-3-carboxylic acid). The product is ClC=1C=C(C=CC1F)C1=CC(=NN1C1=CC(=CC=C1)Cl)C(=O)O (5-(3-Chloro-4-fluorophenyl)-1-(3-chlorophenyl)-1H-pyrazole-3-carboxylic acid). Reaction SMILES: [Cl:1][C:2]1[CH:3]=[C:4]([C:9]2[N:13]([C:14]3[CH:19]=[CH:18][CH:17]=[C:16]([Cl:20])[CH:15]=3)[N:12]=[C:11]([C:21]([O:23]CC)=[O:22])[CH:10]=2)[CH:5]=[CH:6][C:7]=1[F:8].ClC1C=C(N2C(C3C=C(F)C=C(Cl)C=3)=CC(C(O)=O)=N2)C=CC=1F>>[Cl:1][C:2]1[CH:3]=[C:4]([C:9]2[N:13]([C:14]3[CH:19]=[CH:18][CH:17]=[C:16]([Cl:20])[CH:15]=3)[N:12]=[C:11]([C:21]([OH:23])=[O:22])[CH:10]=2)[CH:5]=[CH:6][C:7]=1[F:8]. Reported procedure: The preparation of the title compound takes place starting from the compound of Example 29A in analogy to the synthesis of the compound of Example 71A. 5.30 g (100% of theory) of the title compound are obtained. Procedure: Following general procedure B followed by either C or D, 1-[5-(2-methyl-[1,3]dioxolan-2-yl)-furan-2-ylmethyl]-1H-pyrazol-4-ylamine and 5-(4-fluoro-phenyl)-thiazole-4-carboxylic acid. LC-MS-conditions 02: tR=0.95 min; [M+H]+=410.92. The product is C(C)(=O)C1=CC=C(O1)CN1N=CC(=C1)NC(=O)C=1N=CSC1C1=CC=C(C=C1)F (5-(4-Fluoro-phenyl)-thiazole-4-carboxylic acid [1-(5-acetyl-furan-2-ylmethyl)-1H-pyrazol-4-yl]-amide). Reaction SMILES: [CH3:1][C:2]1([C:7]2[O:11][C:10]([CH2:12][N:13]3[CH:17]=[C:16]([NH2:18])[CH:15]=[N:14]3)=[CH:9][CH:8]=2)[O:6]CCO1.[F:19][C:20]1[CH:25]=[CH:24][C:23]([C:26]2[S:30][CH:29]=[N:28][C:27]=2[C:31](O)=[O:32])=[CH:22][CH:21]=1>>[C:2]([C:7]1[O:11][C:10]([CH2:12][N:13]2[CH:17]=[C:16]([NH:18][C:31]([C:27]3[N:28]=[CH:29][S:30][C:26]=3[C:23]3[CH:24]=[CH:25][C:20]([F:19])=[CH:21][CH:22]=3)=[O:32])[CH:15]=[N:14]2)=[CH:9][CH:8]=1)(=[O:6])[CH3:1]. Reactants: CC1(OCCO1)C1=CC=C(O1)CN1N=CC(=C1)N (1-[5-(2-methyl-[1,3]dioxolan-2-yl)-furan-2-ylmethyl]-1H-pyrazol-4-ylamine), FC1=CC=C(C=C1)C1=C(N=CS1)C(=O)O (5-(4-fluoro-phenyl)-thiazole-4-carboxylic acid).